This data is from the Open Reaction Database (ORD), a public repository of structured organic reaction records. The task is: describe an organic reaction: reactants, conditions, products, and yield Reaction SMILES: [Br:20][CH2:21][CH:22]1[CH2:23][O:24]1.[C:1]([CH3:2])(=[O:3])[NH:4][c:5]1[cH:6][cH:7][c:8]([OH:19])[c:9]([C:10](=[O:11])[CH2:12][CH2:13][C:14](=[O:15])[O:16][CH3:17])[cH:18]1.[CH3:25][C:26]([CH2:27][CH3:28])=[O:29]>>[C:1]([CH3:2])(=[O:3])[NH:4][c:5]1[cH:6][cH:7][c:8]([O:19][CH2:21][CH:22]2[CH2:23][O:24]2)[c:9]([C:10](=[O:11])[CH2:12][CH2:13][C:14](=[O:15])[O:16][CH3:17])[cH:18]1. Product: COC(=O)CCC(=O)c1cc(NC(C)=O)ccc1OCC1CO1. The reactants are BrCC1CO1, COC(=O)CCC(=O)c1cc(NC(C)=O)ccc1O, CCC(C)=O. Starting materials: C(N)(=O)COC[C@H]1N(C[C@@H](C1)OS(=O)(=O)C)C(=O)OCC1=CC=C(C=C1)[N+](=O)[O-] ((2S,4R)-2-(carbamoylmethyloxymethyl)-4-methanesulfonyloxy-1-(4-nitrobenzyloxycarbonyl)pyrrolidine), Cl (hydrochloric acid), [BH4-].[Na+] (sodium borohydride), B(F)(F)F.CCOCC (boron trifluoride etherate), CS(=O)(=O)Cl (methanesulfonyl chloride). Run in O1CCCC1 (tetrahydrofuran), CO (methanol), O1CCCC1 (tetrahydrofuran), O (water), C(C)(=O)OCC (ethyl acetate), O1CCCC1 (tetrahydrofuran), C(C)N(CC)CC (triethylamine). Reaction conditions: time 30 minute. Product: CS(=O)(=O)NCCOC[C@H]1N(C[C@@H](C1)OS(=O)(=O)C)C(=O)OCC1=CC=C(C=C1)[N+](=O)[O-] ((2S,4R)-2-[2-(methanesulfonylamino)ethyloxymethyl]-4-methanesulfonyloxy-1-(4-nitrobenzyloxycarbonyl)pyrrolidine). Reaction SMILES: [BH4-].[Na+].B(F)(F)F.CCOCC.[C:12]([CH2:15][O:16][CH2:17][C@@H:18]1[CH2:22][C@@H:21]([O:23][S:24]([CH3:27])(=[O:26])=[O:25])[CH2:20][N:19]1[C:28]([O:30][CH2:31][C:32]1[CH:37]=[CH:36][C:35]([N+:38]([O-:40])=[O:39])=[CH:34][CH:33]=1)=[O:29])(=O)[NH2:13].Cl.[CH3:42][S:43](Cl)(=[O:45])=[O:44]>O1CCCC1.O.C(OCC)(=O)C.C(N(CC)CC)C.CO>[CH3:42][S:43]([NH:13][CH2:12][CH2:15][O:16][CH2:17][C@@H:18]1[CH2:22][C@@H:21]([O:23][S:24]([CH3:27])(=[O:26])=[O:25])[CH2:20][N:19]1[C:28]([O:30][CH2:31][C:32]1[CH:37]=[CH:36][C:35]([N+:38]([O-:40])=[O:39])=[CH:34][CH:33]=1)=[O:29])(=[O:45])=[O:44] |f:0.1,2.3|. Procedure details: To a suspension of sodium borohydride (0.5 g) in tetrahydrofuran (30 ml) was dropwise added boron trifluoride etherate (5.8 ml) under ice-cooling. After 30 minutes, a solution of (2S,4R)-2-(carbamoylmethyloxymethyl)-4-methanesulfonyloxy-1-(4-nitrobenzyloxycarbonyl)pyrrolidine (2.40 g) in tetrahydrofuran (10 ml) was added to the mixture under ice-cooling, and the mixture was stirred under the same condition for 2 hours and at ambient temperature for 18 hours. The mixture was concentrated under re... Reactants: C(CCCCCCCCCC)C=1C=NC(=NC1)C1=CC=C(C=C1)O (4-(5-undecyl-pyrimidin-2-yl)phenol), C(CC)C=1SC(=CN1)C(=O)O (2-propyl-thiazole-5-carboxylic acid), C1(CCCCC1)N=C=NC1CCCCC1 (dicyclohexylcarbodiimide). Run in ClCCl (dichloromethane). Yields the product C(CCCCCCCCCC)C=1C=NC(=NC1)C1=CC=C(C=C1)OC(=O)C1=CN=C(S1)CCC ([4-(5-Undecyl-pyrimidin-2-yl)phenyl]2-propyl-thiazole-5-carboxylate). RXN SMILES: [CH2:1]([C:12]1[CH:13]=[N:14][C:15]([C:18]2[CH:23]=[CH:22][C:21]([OH:24])=[CH:20][CH:19]=2)=[N:16][CH:17]=1)[CH2:2][CH2:3][CH2:4][CH2:5][CH2:6][CH2:7][CH2:8][CH2:9][CH2:10][CH3:11].[CH2:25]([C:28]1[S:29][C:30]([C:33](O)=[O:34])=[CH:31][N:32]=1)[CH2:26][CH3:27].C1(N=C=NC2CCCCC2)CCCCC1>ClCCl>[CH2:1]([C:12]1[CH:13]=[N:14][C:15]([C:18]2[CH:19]=[CH:20][C:21]([O:24][C:33]([C:30]3[S:29][C:28]([CH2:25][CH2:26][CH3:27])=[N:32][CH:31]=3)=[O:34])=[CH:22][CH:23]=2)=[N:16][CH:17]=1)[CH2:2][CH2:3][CH2:4][CH2:5][CH2:6][CH2:7][CH2:8][CH2:9][CH2:10][CH3:11]. Reported procedure: 4.9 g of 4-(5-undecyl-pyrimidin-2-yl)phenol, 1.7 g of 2-propyl-thiazole-5-carboxylic acid (prepared as described by Clemence et al., Eur. J. Med. Chem. Chimica Therapeutica 1976-11, no. 6, p. 567–570) and 2.1 g of dicyclohexylcarbodiimide are stirred for 24 h in 50 ml of dichloromethane at room temperature. Filtration, removal of the dichloromethane by distillation, purification by chromatography (silica gel; dichloromethane/heptane) and recrystallization from acetonitrile affords the target com...